From a dataset of the Open Reaction Database (ORD), a public repository of structured organic reaction records. describe an organic reaction: reactants, conditions, products, and yield Reactants: CCOC(=O)OCC, CCO, [K+], [OH-], CCCC(CO)(CO)C(O)C(F)(F)F. Yields the product CCCC1(C(O)C(F)(F)F)COC1. RXN SMILES: [C:15](=[O:16])([O:17][CH2:18][CH3:19])[O:20][CH2:21][CH3:22].[CH3:25][CH2:26][OH:27].[K+:24].[OH-:23].[OH:1][CH2:2][C:3]([CH:4]([C:5]([F:6])([F:7])[F:8])[OH:9])([CH2:10][CH2:11][CH3:12])[CH2:13][OH:14]>>[CH2:2]1[C:3]([CH:4]([C:5]([F:6])([F:7])[F:8])[OH:9])([CH2:10][CH2:11][CH3:12])[CH2:13][O:14]1. Starting materials: ClC=1C=C(C(=O)O)C=CC1C(NC1=CC(=C(C=C1)Cl)C1=NC=CC=C1)=O (3-chloro-4-(4-chloro-3-(pyridin-2-yl)phenylcarbamoyl)benzoic acid), OCCN1CCNCC1 (N-(2-hydroxyethyl)piperazine). Yields the product ClC1=C(C(=O)NC2=CC(=C(C=C2)Cl)C2=NC=CC=C2)C=CC(=C1)C(=O)N1CCN(CC1)CCO (2-chloro-N-(4-chloro-3-(pyridin-2-yl)phenyl)-4-(4-(2-hydroxyethyl)piperazine-1-carbonyl)benzamide). As a reaction SMILES: [Cl:1][C:2]1[CH:3]=[C:4]([CH:8]=[CH:9][C:10]=1[C:11](=[O:26])[NH:12][C:13]1[CH:18]=[CH:17][C:16]([Cl:19])=[C:15]([C:20]2[CH:25]=[CH:24][CH:23]=[CH:22][N:21]=2)[CH:14]=1)[C:5](O)=[O:6].[OH:27][CH2:28][CH2:29][N:30]1[CH2:35][CH2:34][NH:33][CH2:32][CH2:31]1>>[Cl:1][C:2]1[CH:3]=[C:4]([C:5]([N:33]2[CH2:34][CH2:35][N:30]([CH2:29][CH2:28][OH:27])[CH2:31][CH2:32]2)=[O:6])[CH:8]=[CH:9][C:10]=1[C:11]([NH:12][C:13]1[CH:18]=[CH:17][C:16]([Cl:19])=[C:15]([C:20]2[CH:25]=[CH:24][CH:23]=[CH:22][N:21]=2)[CH:14]=1)=[O:26]. Reported procedure: 50 mg of 3-chloro-4-(4-chloro-3-(pyridin-2-yl)phenylcarbamoyl)benzoic acid was coupled to N-(2-hydroxyethyl)piperazine via Procedure G. The product was purified on reverse phase HPLC to yield 2-chloro-N-(4-chloro-3-(pyridin-2-yl)phenyl)-4-(4-(2-hydroxyethyl)piperazine-1-carbonyl)benzamide. MS (Q1) 499 (M)+. Reactants: NC=1C=CC(=C(C1)[C@@]1(COCC(N1)=S)C)F ((R)-5-(5-amino-2-fluoro-phenyl)-5-methyl-morpholine-3-thione), ClC=1C(=NN(C1)C(F)F)C=O (4-chloro-1-difluoromethyl-1H-pyrazole-3-carbaldehyde), [B][B][B][B][B][B][B][B][B][B] (decaborane). Solvent: CO (methanol). Reaction conditions: time 1 hour. Product: ClC=1C(=NN(C1)C(F)F)CNC=1C=CC(=C(C1)[C@@]1(COCC(N1)=S)C)F ((R)-5-{5-[(4-chloro-1-difluoromethyl-1H-pyrazol-3-ylmethyl)-amino]-2-fluoro-phenyl}-5-methyl-morpholine-3-thione), foam. Yield: 60.0%. As a reaction SMILES: [NH2:1][C:2]1[CH:3]=[CH:4][C:5]([F:16])=[C:6]([C@@:8]2([CH3:15])[NH:13][C:12](=[S:14])[CH2:11][O:10][CH2:9]2)[CH:7]=1.[Cl:17][C:18]1[C:19]([CH:26]=O)=[N:20][N:21]([CH:23]([F:25])[F:24])[CH:22]=1.[B][B][B][B][B][B][B][B][B][B]>CO>[Cl:17][C:18]1[C:19]([CH2:26][NH:1][C:2]2[CH:3]=[CH:4][C:5]([F:16])=[C:6]([C@@:8]3([CH3:15])[NH:13][C:12](=[S:14])[CH2:11][O:10][CH2:9]3)[CH:7]=2)=[N:20][N:21]([CH:23]([F:25])[F:24])[CH:22]=1 |^3:27,36,^1:28,29,30,31,32,33,34,35|. Reported procedure: In a 5 ml-reaction tube under an inert atmosphere a mixture of (R)-5-(5-amino-2-fluoro-phenyl)-5-methyl-morpholine-3-thione (48 mg, 0.2 mmol) and 4-chloro-1-difluoromethyl-1H-pyrazole-3-carbaldehyde (20 mg, 0.11 mmol) in methanol (0.3 ml) was stirred at room temperature for 1 hour. Then decaborane (24 mg, 0.2 mmol) was added in one portion and the mixture warmed to 45° C. for 15 hours. For the workup, the light yellow solution was quenched with sodium carbonate (10% solution), the methanol remov... Starting materials: SCC(C(=O)N1[C@H](C(=O)O)CC(C1)(OC)OC)C ((S)-1-(3-mercapto-2-methyl-1-oxopropyl)-4,4-dimethoxy-L-proline), Cl (HCl). The solvent is CCOCC (ether). Reaction conditions: time 8 hour. The product is SCC(C(=O)N1[C@H](C(=O)O)CC(C1)=O)C ((S)-1-(3-mercapto-2-methyl-1-oxopropyl)-4-oxo-L-proline). Reaction SMILES: [SH:1][CH2:2][CH:3]([CH3:18])[C:4]([N:6]1[CH2:13][C:12](OC)([O:14]C)[CH2:11][C@H:7]1[C:8]([OH:10])=[O:9])=[O:5].Cl>CCOCC>[SH:1][CH2:2][CH:3]([CH3:18])[C:4]([N:6]1[CH2:13][C:12](=[O:14])[CH2:11][C@H:7]1[C:8]([OH:10])=[O:9])=[O:5]. Reported procedure: The (S)-1-(3-mercapto-2-methyl-1-oxopropyl)-4,4-dimethoxy-L-proline (0.4 g., 0.0014 mole) is added to 8 ml. of stirred N HCl through which argon had previously been passed for ten minutes. After a solution is obtained, the flask is stoppered under argon and kept overnight at room temperature. The following steps are also carried out under an atmosphere of argon to the extent possible. To the stirred solution there is added 20 ml. of methylene chloride and after saturating with sodium chloride th... The reactants are C(=O)C1=CC=C(C(C(=O)O)=C1)O (5-Formylsalicylic acid), S(O)(O)(=O)=O (sulfuric acid), C(C)O (ethanol). The product is C(=O)C=1C=CC(=C(C(=O)OCC)C1)O (Ethyl 5-formyl-2-hydroxybenzoate). RXN SMILES: [CH:1]([C:3]1[CH:11]=[C:7]([C:8]([OH:10])=[O:9])[C:6]([OH:12])=[CH:5][CH:4]=1)=[O:2].S(=O)(=O)(O)O.[CH2:18](O)[CH3:19]>>[CH:1]([C:3]1[CH:4]=[CH:5][C:6]([OH:12])=[C:7]([CH:11]=1)[C:8]([O:10][CH2:18][CH3:19])=[O:9])=[O:2]. Procedure: 5-Formylsalicylic acid (3.0 g, 17 mmol), conc. sulfuric acid (1 mL) and absolute ethanol (100 mL) were heated at reflux for 3.5 days with stirring under N2. The reaction was cooled, then carefully quenched by adding saturated sodium bicarbonate (40 mL). Solvent was removed in vacuo, and the resulting mixture was acidified with 1 M HCl (50 mL), then extracted with EtOAc. The organic phase was extracted with water, then brine, and dried (MgSO4). Removal of solvent and chromatography on silica gel,... Starting materials: CCC(OC(=O)C(OC)c1ccccc1)c1sc(-c2ccc(C(F)(F)F)cc2)nc1C, CCO, Cl, [Na+], C1CCOC1, [OH-], O. The product is CCC(O)c1sc(-c2ccc(C(F)(F)F)cc2)nc1C. As a reaction SMILES: [CH3:1][c:2]1[n:3][c:4](-[c:22]2[cH:23][cH:24][c:25]([C:28]([F:29])([F:30])[F:31])[cH:26][cH:27]2)[s:5][c:6]1[CH:7]([CH2:8][CH3:9])[O:10][C:11](=[O:12])[CH:13]([O:14][CH3:15])[c:16]1[cH:17][cH:18][cH:19][cH:20][cH:21]1.[CH3:40][CH2:41][OH:42].[ClH:34].[Na+:33].[O:35]1[CH2:36][CH2:37][CH2:38][CH2:39]1.[OH-:32].[OH2:43]>>[CH3:1][c:2]1[n:3][c:4](-[c:22]2[cH:23][cH:24][c:25]([C:28]([F:29])([F:30])[F:31])[cH:26][cH:27]2)[s:5][c:6]1[CH:7]([CH2:8][CH3:9])[OH:10]. Starting materials: ClC1=NC2=CC=C(C=C2N=C1)Cl (2,6-dichloroquinoxaline), O (water), NC=1C=C(C=CC1)O (m-aminophenol), [OH-].[K+] (potassium hydroxide). Solvent: CS(=O)C (dimethylsulfoxide), O1CCOCC1 (dioxane). Product: ClC=1C=C2N=CC(=NC2=CC1)OC=1C=C(N)C=CC1 (3-(6-chloro-2-quinoxalyloxy)-aniline). The yield is 54.0%. As a reaction SMILES: [NH2:1][C:2]1[CH:3]=[C:4]([OH:8])[CH:5]=[CH:6][CH:7]=1.[OH-].[K+].Cl[C:12]1[CH:21]=[N:20][C:19]2[C:14](=[CH:15][CH:16]=[C:17]([Cl:22])[CH:18]=2)[N:13]=1.O>CS(C)=O.O1CCOCC1>[Cl:22][C:17]1[CH:18]=[C:19]2[C:14](=[CH:15][CH:16]=1)[N:13]=[C:12]([O:8][C:4]1[CH:3]=[C:2]([CH:7]=[CH:6][CH:5]=1)[NH2:1])[CH:21]=[N:20]2 |f:1.2|. Reported procedure: 6.6 g (0.06 mol) of m-aminophenol in 4.0 g (0.06 mol) of 85% potassium hydroxide and 80 ml of dimethylsulfoxide was heated under stirring. The water generated was distilled away under reduced pressure to make the potassium m-aminophenolate. To the solution which was allowed to cool to room temperature was added a solution of 11.9 g (0.06 mol) of 2,6-dichloroquinoxaline dissolved in 80 ml of dioxane. The mixture was reacted at 50°-60° C. for 5 hours. After the reaction was over, the reaction mixt...